This data is from the Open Reaction Database (ORD), a public repository of structured organic reaction records. The task is: describe an organic reaction: reactants, conditions, products, and yield Starting materials: O=C([O-])[O-], CCO, CC(C)N1CCN(c2ccc(-c3ccc(C#N)cc3)cn2)CC1, Cl, [K+], [K+], NO, O. As a reaction SMILES: [C:30](=[O:31])([O-:32])[O-:33].[CH3:24][CH2:25][OH:26].[CH:1]([CH3:2])([CH3:3])[N:4]1[CH2:5][CH2:6][N:7]([c:10]2[cH:11][cH:12][c:13](-[c:16]3[cH:17][cH:18][c:19]([C:20]#[N:21])[cH:22][cH:23]3)[cH:14][n:15]2)[CH2:8][CH2:9]1.[ClH:27].[K+:34].[K+:35].[NH2:28][OH:29].[OH2:36]>>[CH:1]([CH3:2])([CH3:3])[N:4]1[CH2:5][CH2:6][N:7]([c:10]2[cH:11][cH:12][c:13](-[c:16]3[cH:17][cH:18][c:19]([C:20](=[NH:21])[NH:28][OH:29])[cH:22][cH:23]3)[cH:14][n:15]2)[CH2:8][CH2:9]1. Yields the product CC(C)N1CCN(c2ccc(-c3ccc(C(=N)NO)cc3)cn2)CC1. Reactants: O=C(C(=O)O)C(C)C1=CC=CC=C1 (2-oxo-3-phenylbutanoic acid), CN(P(N(C)C)(N(C)C)=O)C (hexamethylphosphoric triamide). Product: O=C(C(=O)O)C(C)(C1=CC=CC=C1)C (2-oxo-3-methyl-3-phenylbutanoic acid). The yield is 2.0%. RXN SMILES: [O:1]=[C:2]([CH:6]([C:8]1[CH:13]=[CH:12][CH:11]=[CH:10][CH:9]=1)[CH3:7])[C:3]([OH:5])=[O:4].[CH3:14]N(C)P(=O)(N(C)C)N(C)C>>[O:1]=[C:2]([C:6]([CH3:14])([C:8]1[CH:13]=[CH:12][CH:11]=[CH:10][CH:9]=1)[CH3:7])[C:3]([OH:5])=[O:4]. Procedure details: Example 9 was repeated except that 6 ml of hexamethylphosphoric triamide was used instead of t-butyl alcohol as the solvent. A mixture of 2-oxo-3-phenylbutanoic acid (46 %) and 2-oxo-3-methyl-3-phenylbutanoic acid (2 %) was obtained. The solvent is C(C)#N (acetonitrile), O (water). Yields the product ClC1=CC=C(C=C1)[C@@H]1CC[C@H](CC1)C=1C(C2=CC=CC=C2C(C1Cl)=O)=O (2-[trans-4-(4-chlorophenyl)cyclohexyl]-3-chloro-1,4-naphthoquinone). Procedure: A mixture of 2,3-dichloro-1,4-naphthoquinone (5 gm), trans 4-(4-chlorophenyl)-cyclohexane-1-carboxylic acid (6.06 gm) and silver nitrate (2.47 gm) is taken in acetonitrile (60 ml) and the mixture is heated to reflux, maintaining good stirring. Then a solution of ammonium persulphate (14.23 gm) in water (77 ml) is added through a dropping funnel over a period of 1-2 hrs. The mixture refluxed for 4 hrs. Then it is cooled in ice for about 1 hr after which it is filtered. The solid is extracted with... Reaction SMILES: Cl[C:2]1[C:3](=[O:14])[C:4]2[C:9]([C:10](=[O:13])[C:11]=1[Cl:12])=[CH:8][CH:7]=[CH:6][CH:5]=2.[Cl:15][C:16]1[CH:21]=[CH:20][C:19]([C@H:22]2[CH2:27][CH2:26][C@H:25](C(O)=O)[CH2:24][CH2:23]2)=[CH:18][CH:17]=1.S(OOS([O-])(=O)=O)([O-])(=O)=O.[NH4+].[NH4+]>C(#N)C.O.[N+]([O-])([O-])=O.[Ag+]>[Cl:15][C:16]1[CH:21]=[CH:20][C:19]([C@H:22]2[CH2:27][CH2:26][C@H:25]([C:2]3[C:3](=[O:14])[C:4]4[C:9]([C:10](=[O:13])[C:11]=3[Cl:12])=[CH:8][CH:7]=[CH:6][CH:5]=4)[CH2:24][CH2:23]2)=[CH:18][CH:17]=1 |f:2.3.4,7.8|. Yield: 17.7%. Reagents/catalysts: [N+](=O)([O-])[O-].[Ag+] (silver nitrate). Reactants: ClC=1C(C2=CC=CC=C2C(C1Cl)=O)=O (2,3-dichloro-1,4-naphthoquinone), ClC1=CC=C(C=C1)[C@@H]1CC[C@H](CC1)C(=O)O (trans 4-(4-chlorophenyl)-cyclohexane-1-carboxylic acid), S(=O)(=O)([O-])OOS(=O)(=O)[O-].[NH4+].[NH4+] (ammonium persulphate). Starting materials: C(C1=CC=CC=C1)OC1=C(C(=O)NC2=C(C(=O)OC(C)(C)C)C=CC(=C2)C2=CC=CC=C2)C=C(C=C1)N1CCC(CC1)O (tert-butyl 2-(2-(benzyloxy)-5-(4-hydroxypiperidin-1-yl)benzamido)-4-phenylbenzoate). Reagents/catalysts: [C].[Pd] (palladium-carbon). Run in CO (methanol), C(C)(=O)OCC (ethyl acetate), C(C)(=O)OCC (Ethyl acetate). Run at time 1 hour. Product: OC1=C(C(=O)NC2=C(C(=O)OC(C)(C)C)C=CC(=C2)C2=CC=CC=C2)C=C(C=C1)N1CCC(CC1)O (tert-butyl 2-(2-hydroxy-5-(4-hydroxypiperidin-1-yl)benzamido)-4-phenylbenzoate). The yield is 96.9%. RXN SMILES: C([O:8][C:9]1[CH:36]=[CH:35][C:34]([N:37]2[CH2:42][CH2:41][CH:40]([OH:43])[CH2:39][CH2:38]2)=[CH:33][C:10]=1[C:11]([NH:13][C:14]1[CH:26]=[C:25]([C:27]2[CH:32]=[CH:31][CH:30]=[CH:29][CH:28]=2)[CH:24]=[CH:23][C:15]=1[C:16]([O:18][C:19]([CH3:22])([CH3:21])[CH3:20])=[O:17])=[O:12])C1C=CC=CC=1>CO.C(OCC)(=O)C.[C].[Pd]>[OH:8][C:9]1[CH:36]=[CH:35][C:34]([N:37]2[CH2:42][CH2:41][CH:40]([OH:43])[CH2:39][CH2:38]2)=[CH:33][C:10]=1[C:11]([NH:13][C:14]1[CH:26]=[C:25]([C:27]2[CH:32]=[CH:31][CH:30]=[CH:29][CH:28]=2)[CH:24]=[CH:23][C:15]=1[C:16]([O:18][C:19]([CH3:22])([CH3:21])[CH3:20])=[O:17])=[O:12] |f:3.4|. Procedure: To a solution mixture of the obtained tert-butyl 2-(2-(benzyloxy)-5-(4-hydroxypiperidin-1-yl)benzamido)-4-phenylbenzoate (0.22 g) in methanol (2.2 mL) and ethyl acetate (1.1 mL), 10% palladium-carbon (0.11 g) was added, followed by stirring under a hydrogen atmosphere at room temperature for 1 hour. Ethyl acetate was added to the reaction mixture, and the insoluble substance was removed by filtration. The solvent was evaporated under reduced pressure, and diisopropyl ether was added to the obtai... The reactants are C(#C)C(O)C=1C=C2C(CCSC2=CC1)(C)C (α-ethynyl-4,4-dimethyl-6-thiochromanmethanol), IC1=CC=C(C(=O)OC)C=C1 (methyl 4-iodobenzoate). The product is OC(C#CC1=CC=C(C(=O)OC)C=C1)C=1C=C2C(CCSC2=CC1)(C)C (methyl 4-[3-Hydroxy-3-(4,4-dimethylthiochroman-6-yl)-1-propynyl]benzoate). The yield is 68.2%. Reaction SMILES: [C:1]([CH:3]([C:5]1[CH:6]=[C:7]2[C:12](=[CH:13][CH:14]=1)[S:11][CH2:10][CH2:9][C:8]2([CH3:16])[CH3:15])[OH:4])#[CH:2].I[C:18]1[CH:27]=[CH:26][C:21]([C:22]([O:24][CH3:25])=[O:23])=[CH:20][CH:19]=1>>[OH:4][CH:3]([C:5]1[CH:6]=[C:7]2[C:12](=[CH:13][CH:14]=1)[S:11][CH2:10][CH2:9][C:8]2([CH3:16])[CH3:15])[C:1]#[C:2][C:18]1[CH:27]=[CH:26][C:21]([C:22]([O:24][CH3:25])=[O:23])=[CH:20][CH:19]=1. Procedure: Following the basic procedure of Example 11(d), by reacting 1.4 g (6 mmol) of α-ethynyl-4,4-dimethyl-6-thiochromanmethanol with 1.6 g (6 mmol) of methyl 4-iodobenzoate, 1.5 g (68%) of the expected ester was obtained in the form of an orange-colored oil.